Dataset: the Open Reaction Database (ORD), a public repository of structured organic reaction records. Task: describe an organic reaction: reactants, conditions, products, and yield Starting materials: B, CCO, Cl, [Na], CC(COCCO)C(=O)c1ccc(Cc2cccnc2)cc1. Product: CC(COCCO)C(O)c1ccc(Cc2cccnc2)cc1. As a reaction SMILES: [BH3:23].[CH3:26][CH2:27][OH:28].[ClH:25].[Na:24].[OH:1][CH2:2][CH2:3][O:4][CH2:5][CH:6]([C:7](=[O:8])[c:9]1[cH:10][cH:11][c:12]([CH2:13][c:14]2[cH:15][n:16][cH:17][cH:18][cH:19]2)[cH:20][cH:21]1)[CH3:22]>>[OH:1][CH2:2][CH2:3][O:4][CH2:5][CH:6]([CH:7]([OH:8])[c:9]1[cH:10][cH:11][c:12]([CH2:13][c:14]2[cH:15][n:16][cH:17][cH:18][cH:19]2)[cH:20][cH:21]1)[CH3:22]. Starting materials: CCOCC, O=S(=O)(O)O, c1ccc(N2CCCC2)cc1. Yields the product O=S(=O)(O)c1ccc(N2CCCC2)cc1. Reaction SMILES: [CH2:17]([O:18][CH2:19][CH3:20])[CH3:21].[S:1]([OH:2])([OH:3])(=[O:4])=[O:5].[c:6]1([N:12]2[CH2:13][CH2:14][CH2:15][CH2:16]2)[cH:7][cH:8][cH:9][cH:10][cH:11]1>>[S:1](=[O:2])([OH:3])(=[O:5])[c:9]1[cH:8][cH:7][c:6]([N:12]2[CH2:13][CH2:14][CH2:15][CH2:16]2)[cH:11][cH:10]1. The reactants are COC=1C=C2CCC(=C(C2=CC1)C1=CC=C(C=C1)C=CC(=O)O)C1=CC=C(C=C1)OC (3-[4-[6-methoxy-2-(4-methoxyphenyl)-3,4dihydro 1-naphthalenyl]phenyl] 2-propenoic acid), C(C)NCC (diethylamine), CN1CCOCC1 (methylmorpholine), ClC(=O)OCC(C)C (isobutyl chloroformate). Yields the product C(C)N(C(C=CC1=CC=C(C=C1)C1=C(CCC2=CC(=CC=C12)OC)C1=CC=C(C=C1)OC)=O)CC (N,N-diethyl 3-[4-[3,4-dihydro-6-methoxy-2-(4-methoxyphenyl) 1-naphthalenyl]phenyl] 2-propenamide). RXN SMILES: [CH3:1][O:2][C:3]1[CH:4]=[C:5]2[C:10](=[CH:11][CH:12]=1)[C:9]([C:13]1[CH:18]=[CH:17][C:16]([CH:19]=CC(O)=O)=[CH:15][CH:14]=1)=[C:8]([C:24]1[CH:29]=[CH:28][C:27]([O:30][CH3:31])=[CH:26][CH:25]=1)[CH2:7][CH2:6]2.CN1CCO[CH2:35][CH2:34]1.ClC(OCC(C)C)=[O:41].[CH2:47]([NH:49][CH2:50][CH3:51])[CH3:48]>>[CH2:47]([N:49]([CH2:34][CH3:35])[C:50](=[O:41])[CH:51]=[CH:19][C:16]1[CH:17]=[CH:18][C:13]([C:9]2[C:10]3[C:5](=[CH:4][C:3]([O:2][CH3:1])=[CH:12][CH:11]=3)[CH2:6][CH2:7][C:8]=2[C:24]2[CH:25]=[CH:26][C:27]([O:30][CH3:31])=[CH:28][CH:29]=2)=[CH:14][CH:15]=1)[CH3:48]. Reported procedure: The operation is carried out as in Example 7B using 400 mg of the acid prepared in Example 12, 0.23 ml of methylmorpholine, 0.2 ml of isobutyl chloroformate and 0.42 ml of diethylamine. 557 mg of expected product is obtained which is used as it is for the following example.